From a dataset of the Open Reaction Database (ORD), a public repository of structured organic reaction records. describe an organic reaction: reactants, conditions, products, and yield Reactants: [Al+3], CCOC(=O)C(C)Cc1cccc(C)c1, Cl, [H-], [H-], [H-], [H-], [Li+], C1CCOC1. The product is Cc1cccc(CC(C)CO)c1. As a reaction SMILES: [Al+3:2].[CH3:7][c:8]1[cH:9][c:10]([CH2:11][CH:12]([C:13](=[O:14])[O:15][CH2:16][CH3:17])[CH3:18])[cH:19][cH:20][cH:21]1.[ClH:22].[H-:1].[H-:4].[H-:5].[H-:6].[Li+:3].[O:23]1[CH2:24][CH2:25][CH2:26][CH2:27]1>>[CH3:7][c:8]1[cH:9][c:10]([CH2:11][CH:12]([CH2:13][OH:14])[CH3:18])[cH:19][cH:20][cH:21]1. The reactants are Cc1ccccc1[Li] (effective_coupling_partner), COc2ccc1c(ccn1C)c2 (substrate). The reagents and catalysts are SIMes. Reaction conditions: temperature 90 celsius, time 12 hour. Yields the product Cc1ccccc1c3ccc2c(ccn2C)c3. Starting materials: [OH-].[K+] (potassium hydroxide), N1C=CC2=CC=C(C=C12)C=O (indole-6-carboxaldehyde), Cl.C1(=CC=CC=C1)C(C1=CC(=CC=C1)\C=C\C1=NC2=CC=CC=C2C=C1)Cl (a-phenyl-3-[2(E)-(quinolin-2-yl)ethenyl]benzyl chloride hydrochloride). Solvent: CS(=O)C (dimethyl-sulphoxide). Conditions: temperature 60 celsius, time 10 minute. The product is C1(=CC=CC=C1)C(C1=CC(=CC=C1)\C=C\C1=NC2=CC=CC=C2C=C1)N1C=CC2=CC=C(C=C12)C=O (1-[α-Phenyl-3-{2(E)-(quinolin-2-yl)ethenyl}benzyl]indole-6-carboxaldehyde). Reaction SMILES: [OH-].[K+].[NH:3]1[C:11]2[C:6](=[CH:7][CH:8]=[C:9]([CH:12]=[O:13])[CH:10]=2)[CH:5]=[CH:4]1.Cl.[C:15]1([CH:21](Cl)[C:22]2[CH:27]=[CH:26][CH:25]=[C:24](/[CH:28]=[CH:29]/[C:30]3[CH:39]=[CH:38][C:37]4[C:32](=[CH:33][CH:34]=[CH:35][CH:36]=4)[N:31]=3)[CH:23]=2)[CH:20]=[CH:19][CH:18]=[CH:17][CH:16]=1>CS(C)=O>[C:15]1([CH:21]([N:3]2[C:11]3[C:6](=[CH:7][CH:8]=[C:9]([CH:12]=[O:13])[CH:10]=3)[CH:5]=[CH:4]2)[C:22]2[CH:27]=[CH:26][CH:25]=[C:24](/[CH:28]=[CH:29]/[C:30]3[CH:39]=[CH:38][C:37]4[C:32](=[CH:33][CH:34]=[CH:35][CH:36]=4)[N:31]=3)[CH:23]=2)[CH:16]=[CH:17][CH:18]=[CH:19][CH:20]=1 |f:0.1,3.4|. Reported procedure: Powdered potassium hydroxide (0.50 g, 8.93 mmol) was added to a stirred solution of indole-6-carboxaldehyde (Example 29a) (0.54 g, 3.70 mmol) in dimethyl-sulphoxide (10 ml). The solution was stirred under nitrogen for 10 minutes then solid a-phenyl-3-[2(E)-(quinolin-2-yl)ethenyl]benzyl chloride hydrochloride (Example 16a) (1.75 g, 4.46 mmol) was added and then stirred mixture was heated at 60° C. for 4 hours. The mixture was poured onto ammonium chloride solution and extracted with dichlorometha... Reactants: alcohols, O1C=CC=C1 (furan), thiols, O (water), O1CCCC1 (tetrahydrofuran), amines, N-heterocyclic carbene, C1CCC2=NCCCN2CC1 (DBU), O1C=CC=C1 (furan), O1C=CC=C1 (furan), formula II, formula II. Product: CC1=CC=C(O1)C(=O)OC (methyl 5-methyl-2-furoate), CC1=CC=C(O1)C(=O)OCC (ethyl 5-methyl-2-furoate). RXN SMILES: [O:1]1[CH:5]=C[CH:3]=[CH:2]1.[CH2:6]1[CH2:16][CH2:15]N2[C:9](=NCCC2)[CH2:8][CH2:7]1.[O:17]1CCCC1.[OH2:22]>>[CH3:15][C:16]1[O:22][C:8]([C:9]([O:1][CH3:5])=[O:17])=[CH:7][CH:6]=1.[CH3:15][C:16]1[O:22][C:8]([C:9]([O:1][CH2:2][CH3:3])=[O:17])=[CH:7][CH:6]=1. Reported procedure: The method of the present invention involves preparing furan-containing molecules of formula I, which are useful chemical building blocks and fuel or fuel additives, from furan-containing molecules of formula II, in greater than 50% yield. The first step involves contacting a furan-containing molecule of formula II, a base, such as DBU, an organic solvent, such as tetrahydrofuran (THF), a catalyst, such as an N-heterocyclic carbene, and a reactive nucleophile, such as alcohols, water, amines or ... Reactants: ice water, [H-].[Na+] (sodium hydride), ClC1=CC(=NC=N1)C(=O)C1=CC2=C(NC(O2)=O)C(=C1)C (6-(6-chloropyrimidine-4-carbonyl)-4-methyl-3H-benzoxazol-2-one), IC (iodomethane). Run in CN(C)C=O (N,N′-dimethylformamide). Reaction conditions: time 30 minute. The product is ClC1=CC(=NC=N1)C(=O)C1=CC2=C(N(C(O2)=O)C)C(=C1)C (6-(6-chloropyrimidine-4-carbonyl)-3,4-dimethyl-3H-benzoxazol-2-one). RXN SMILES: [H-].[Na+].[Cl:3][C:4]1[N:9]=[CH:8][N:7]=[C:6]([C:10]([C:12]2[CH:21]=[C:20]([CH3:22])[C:15]3[NH:16][C:17](=[O:19])[O:18][C:14]=3[CH:13]=2)=[O:11])[CH:5]=1.I[CH3:24]>CN(C=O)C>[Cl:3][C:4]1[N:9]=[CH:8][N:7]=[C:6]([C:10]([C:12]2[CH:21]=[C:20]([CH3:22])[C:15]3[N:16]([CH3:24])[C:17](=[O:19])[O:18][C:14]=3[CH:13]=2)=[O:11])[CH:5]=1 |f:0.1|. Procedure: 0.35 g (8.0 mmol) sodium hydride (55%, suspension in mineral oil) were added to 2.2 g (7.6 mmol) of 6-(6-chloropyrimidine-4-carbonyl)-4-methyl-3H-benzoxazol-2-one in 10 mL N,N′-dimethylformamide. The reaction mixture was stirred for 30 min at RT. Then 0.95 mL (15.0 mmol) iodomethane were added and the mixture was stirred for 1 h at RT. The reaction mixture was combined with ice water, the aqueous phase was extracted several times with EtOAc. The combined organic phases were dried on sodium sulph... Starting materials: CCOC(=O)C(F)(F)Br, CC(=O)OC(C)C, CS(C)=O, [Cu], Cc1ccc(I)cc1, [K+], [K+], O, O=P([O-])([O-])O. Yields the product CCOC(=O)C(F)(F)c1ccc(C)cc1. RXN SMILES: [Br:9][C:10]([C:11](=[O:12])[O:13][CH2:14][CH3:15])([F:16])[F:17].[C:29]([O:30][CH:31]([CH3:32])[CH3:33])(=[O:34])[CH3:35].[CH3:25][S:26]([CH3:27])=[O:28].[Cu:37].[I:1][c:2]1[cH:3][cH:4][c:5]([CH3:8])[cH:6][cH:7]1.[K+:23].[K+:24].[OH2:36].[P:18]([O-:19])([O-:20])([OH:21])=[O:22]>>[c:2]1([C:10]([C:11](=[O:12])[O:13][CH2:14][CH3:15])([F:16])[F:17])[cH:3][cH:4][c:5]([CH3:8])[cH:6][cH:7]1.